From a dataset of the Open Reaction Database (ORD), a public repository of structured organic reaction records. describe an organic reaction: reactants, conditions, products, and yield Starting materials: C(C)N1C[C@H]([C@@H](C1)O)N(C(C1=CC=C(C=C1)[N+](=O)[O-])=O)C (trans-N-(1-ethyl-4-hydroxy-3-pyrrolidinyl)-N-methyl-4-nitrobenzamide), [H][H] (hydrogen). The reagents and catalysts are [Pt]=O (platinum oxide). Solvent: C(C)O (ethanol). The product is NC1=CC=C(C(=O)N(C)[C@@H]2CN(C[C@H]2O)CC)C=C1 (Trans-4-amino-N-(1-ethyl-4-hydroxy-3-pyrrolidinyl)-N-methylbenzamide). Yield: 40.9%. As a reaction SMILES: [CH2:1]([N:3]1[CH2:7][C@@H:6]([OH:8])[C@H:5]([N:9]([CH3:21])[C:10](=[O:20])[C:11]2[CH:16]=[CH:15][C:14]([N+:17]([O-])=O)=[CH:13][CH:12]=2)[CH2:4]1)[CH3:2].[H][H]>C(O)C.[Pt]=O>[NH2:17][C:14]1[CH:13]=[CH:12][C:11]([C:10]([N:9]([C@H:5]2[C@H:6]([OH:8])[CH2:7][N:3]([CH2:1][CH3:2])[CH2:4]2)[CH3:21])=[O:20])=[CH:16][CH:15]=1. Procedure details: A solution of 23 g (79 mmoles) of trans-N-(1-ethyl-4-hydroxy-3-pyrrolidinyl)-N-methyl-4-nitrobenzamide in 250 ml of absolute ethanol was treated with platinum oxide and shaken with hydrogen at ambient temperature in the Parr reduction apparatus for 3 hr. The mixture was filtered and the filtrate was concentrated to give 20.6 g (100%) of crude product. One-half of the residue was crystallized from acetone to give 8.5 g (82%) of white powder; m.p. 142°-145° C.